This data is from the Open Reaction Database (ORD), a public repository of structured organic reaction records. The task is: describe an organic reaction: reactants, conditions, products, and yield Starting materials: C(=O)(OC(C)(C)C)CCC(C(C(=O)OCC)(C(=O)OCC)OC(C1=CC=CC=C1)=O)N (ethyl 5-BOC-amino-2-benzoyloxy-2-ethoxycarbonyl-pentanoate), C(=O)([O-])[O-].[K+].[K+] (K2CO3). Solvent: CO (methanol). Conditions: time 1 hour. Product: C(C1=CC=CC=C1)(=O)OC (methyl benzoate), C(=O)(OC(C)(C)C)CCC(C(C(=O)OC)(C(=O)OC)O)N (methyl 5-BOC-amino-2-hydroxy-2-methoxycarbonyl-pentanoate). Isolated yield 129.0%. Reaction SMILES: [C:1]([CH2:8][CH2:9][CH:10]([NH2:31])[C:11]([O:22][C:23](=[O:30])[C:24]1[CH:29]=[CH:28][CH:27]=[CH:26][CH:25]=1)([C:17]([O:19][CH2:20]C)=[O:18])[C:12]([O:14][CH2:15]C)=[O:13])([O:3][C:4]([CH3:7])([CH3:6])[CH3:5])=[O:2].C([O-])([O-])=O.[K+].[K+]>CO>[C:23]([O:22][CH3:11])(=[O:30])[C:24]1[CH:29]=[CH:28][CH:27]=[CH:26][CH:25]=1.[C:1]([CH2:8][CH2:9][CH:10]([NH2:31])[C:11]([OH:22])([C:12]([O:14][CH3:15])=[O:13])[C:17]([O:19][CH3:20])=[O:18])([O:3][C:4]([CH3:6])([CH3:5])[CH3:7])=[O:2] |f:1.2.3|. Procedure details: A mixture of 4 g of ethyl 5-BOC-amino-2-benzoyloxy-2-ethoxycarbonyl-pentanoate and 2 g of K2CO3 in 40 ml of anhydrous methanol, cooled to 0°-5° C., is stirred for 1 h. After filtration of the potassium carbonate excess, the solution is acidified to pH 6 with 2N HCl and filtered from the salts which separate. Solvent is evaporated off under vacuum and the residue is partitioned between cold water and ethyl acetate. The organic phase is washed repeatedly with a 5% K2CO3 cold solution and with wate...